From a dataset of the Open Reaction Database (ORD), a public repository of structured organic reaction records. describe an organic reaction: reactants, conditions, products, and yield Starting materials: C(C)(C)(C)OC(N(C(C)C)CCOC1=CC=C(C=C1)N)=O ([2-(4-amino-phenoxy)-ethyl]-isopropyl-carbamic acid tert-butyl ester), C(=S)(N1C=NC=C1)N1C=NC=C1 (Thiocarbonyldiimidazole), ice water. The solvent is CN(C=O)C (N,N-dimethylformamide), CN(C=O)C (N,N-dimethylformamide). Reaction conditions: temperature -15 celsius, time 90 minute. The product is C(C)(C)(C)OC(N(CCOC1=CC=C(C=C1)N=C=S)C(C)C)=O (isopropyl-[2-(4-isothiocyanato-phenoxy)-ethyl]-carbamic acid tert-butyl ester). Yield: 95.0%. Reaction SMILES: [C:1](N1C=CN=C1)(N1C=CN=C1)=[S:2].[C:13]([O:17][C:18](=[O:33])[N:19]([CH2:23][CH2:24][O:25][C:26]1[CH:31]=[CH:30][C:29]([NH2:32])=[CH:28][CH:27]=1)[CH:20]([CH3:22])[CH3:21])([CH3:16])([CH3:15])[CH3:14]>CN(C)C=O>[C:13]([O:17][C:18](=[O:33])[N:19]([CH:20]([CH3:21])[CH3:22])[CH2:23][CH2:24][O:25][C:26]1[CH:27]=[CH:28][C:29]([N:32]=[C:1]=[S:2])=[CH:30][CH:31]=1)([CH3:15])([CH3:16])[CH3:14]. Procedure: Thiocarbonyldiimidazole (3.64 g, 20.44 mmol) (Aldrich) was dissolved in N,N-dimethylformamide (3 mL) and the solution was cooled to −15° C. A solution [2-(4-amino-phenoxy)-ethyl]-isopropyl-carbamic acid tert-butyl ester (from step C above) in N,N-dimethylformamide (7 mL) was added dropwise and stirred at room temperature for 90 minutes. The mixture was poured into ice/water (1500 mL) and extracted with ether (4×250 mL). The ether was dried (Na2SO4) and concentrated in vacuo to give 6.5 g, (95%) ... Starting materials: CCOC(=O)C(CSCc1ccccc1)CC1CCCCC1, CCO, [Na+], C1COCCO1, [OH-], O. The product is O=C(O)C(CSCc1ccccc1)CC1CCCCC1. As a reaction SMILES: [CH2:1]([CH3:2])[O:3][C:4]([CH:5]([CH2:6][CH:7]1[CH2:8][CH2:9][CH2:10][CH2:11][CH2:12]1)[CH2:13][S:14][CH2:15][c:16]1[cH:17][cH:18][cH:19][cH:20][cH:21]1)=[O:22].[CH3:32][CH2:33][OH:34].[Na+:30].[O:23]1[CH2:24][CH2:25][O:26][CH2:27][CH2:28]1.[OH-:29].[OH2:31]>>[O:3]=[C:4]([CH:5]([CH2:6][CH:7]1[CH2:8][CH2:9][CH2:10][CH2:11][CH2:12]1)[CH2:13][S:14][CH2:15][c:16]1[cH:17][cH:18][cH:19][cH:20][cH:21]1)[OH:22]. The reactants are C1CCOC1, C=C(C)CCl, Oc1ccc(Cl)cc1, [H-], [Na+]. Product: C=C(C)COc1ccc(Cl)cc1. As a reaction SMILES: [CH2:16]1[O:17][CH2:18][CH2:19][CH2:20]1.[Cl:11][CH2:12][C:13](=[CH2:14])[CH3:15].[Cl:1][c:2]1[cH:3][cH:4][c:5]([OH:8])[cH:6][cH:7]1.[H-:9].[Na+:10]>>[Cl:1][c:2]1[cH:3][cH:4][c:5]([O:8][CH2:14][C:13](=[CH2:12])[CH3:15])[cH:6][cH:7]1. Reactants: C(#N)C=1C=C2C=CNC2=CC1 (5-cyanoindole), N(=O)[O-].[Na+] (sodium nitrite), O (water), Cl (hydrochloric acid). Conditions: time 3 hour. Yields the product C(=O)C1=NNC2=CC=C(C=C12)C#N (3-formyl-1H-indazole-5-carbonitrile). Reaction SMILES: [C:1]([C:3]1[CH:4]=[C:5]2[C:9](=[CH:10][CH:11]=1)[NH:8][CH:7]=[CH:6]2)#[N:2].[N:12]([O-])=O.[Na+].Cl.[OH2:17]>>[CH:7]([C:6]1[C:5]2[C:9](=[CH:10][CH:11]=[C:3]([C:1]#[N:2])[CH:4]=2)[NH:8][N:12]=1)=[O:17] |f:1.2|. Reported procedure: To a suspension of 5-cyanoindole (3.93 g) and sodium nitrite (19.07 g) in water was added 6M hydrochloric acid slowly until the pH was less than 2. The suspension was then stirred for 3 hours at ambient temperature. The mixture was then extracted with ethyl acetate, dried over magnesium sulfate, filtered and the filtrate concentrated in vacuo to give 3-formyl-1H-indazole-5-carbonitrile (4.5 g) as a pale brown solid. LC-MS (METHOD B): RT=2.47 minutes, 172.29 (M+H)+. The reactants are saturated aqueous solution, S([O-])(O)=O.[Na+] (sodium bisulfite), FC=1C=C(C=O)C=C(C1)F (3,5-difluorobenzaldehyde), [C-]#N.[Na+] (sodium cyanide). Solvent: O (water). Product: FC=1C=C(C(C#N)O)C=C(C1)F (3,5-difluoromandelonitrile). Isolated yield 85.7%. As a reaction SMILES: S(=O)(O)[O-].[Na+].[F:6][C:7]1[CH:8]=[C:9]([CH:12]=[C:13]([F:15])[CH:14]=1)[CH:10]=[O:11].[C-:16]#[N:17].[Na+]>O>[F:6][C:7]1[CH:8]=[C:9]([CH:12]=[C:13]([F:15])[CH:14]=1)[CH:10]([OH:11])[C:16]#[N:17] |f:0.1,3.4|. Procedure: Under stirring, 21 ml of a saturated aqueous solution of sodium bisulfite were added little by little to the mixture of 10.0 g of 3,5-difluorobenzaldehyde, 3.6 g of sodium cyanide and 15 ml of water. Upon the gradual addition, ice pieces were added at the same time to maintain the reaction temperature at 20°-30° C. The reaction mixture was stirred for 10 hours and then extracted with benzene. The resulting organic layer was washed with water, dried over anhydrous sodium sulfate and then concentr...